Task: describe an organic reaction: reactants, conditions, products, and yield. Dataset: the Open Reaction Database (ORD), a public repository of structured organic reaction records The reactants are BrCCOC1CCCCO1, C1CCOC1, N#CCc1ccc(Cl)c(Cl)c1, [H-], [Na+]. Product: N#CC(CCOC1CCCCO1)c1ccc(Cl)c(Cl)c1. RXN SMILES: [Br:14][CH2:15][CH2:16][O:17][CH:18]1[O:19][CH2:20][CH2:21][CH2:22][CH2:23]1.[CH2:24]1[O:25][CH2:26][CH2:27][CH2:28]1.[Cl:3][c:4]1[cH:5][c:6]([CH2:11][C:12]#[N:13])[cH:7][cH:8][c:9]1[Cl:10].[H-:1].[Na+:2]>>[Cl:3][c:4]1[cH:5][c:6]([CH:11]([C:12]#[N:13])[CH2:15][CH2:16][O:17][CH:18]2[O:19][CH2:20][CH2:21][CH2:22][CH2:23]2)[cH:7][cH:8][c:9]1[Cl:10]. The solvent is CN(C)C=O (DMF), CCN(CC)CC (NEt3). Reaction conditions: time 3 hour. Reported procedure: To a solution of 300 mg 1H-Benzoimidazole-2-carboxylic acid in 3 mL DMF and 1 mL NEt3, 398 mg 1-Isopropyl-piperidin-4-ylamine hydrochloride and 470 mg BOP-Cl were added and the mixture was stirred for 3 h. Finally, 3 mL saturated NaHCO3 solution were added and the mixture was filtered through a chem elut® cartridge by elution with ethyl acetate. After removal of the solvent under reduced pressure the crude product was subjected to the next reaction step without further purification. The product is C(C)(C)N1CCC(CC1)NC(=O)C1=NC2=C(N1)C=CC=C2 (1H-Benzoimidazole-2-carboxylic acid (1-isopropyl-piperidin-4-yl)-amide). The reactants are C(=O)(O)[O-].[Na+] (NaHCO3), N1C(=NC2=C1C=CC=C2)C(=O)O (1H-Benzoimidazole-2-carboxylic acid), Cl.C(C)(C)N1CCC(CC1)N (1-Isopropyl-piperidin-4-ylamine hydrochloride), C1COC(=O)N1P(=O)(N2CCOC2=O)Cl (BOP-Cl). As a reaction SMILES: [NH:1]1[C:5]2[CH:6]=[CH:7][CH:8]=[CH:9][C:4]=2[N:3]=[C:2]1[C:10]([OH:12])=O.Cl.[CH:14]([N:17]1[CH2:22][CH2:21][CH:20]([NH2:23])[CH2:19][CH2:18]1)([CH3:16])[CH3:15].C1N(P(Cl)(N2C(=O)OCC2)=O)C(=O)OC1.C([O-])(O)=O.[Na+]>CN(C=O)C.CCN(CC)CC>[CH:14]([N:17]1[CH2:22][CH2:21][CH:20]([NH:23][C:10]([C:2]2[NH:1][C:5]3[CH:6]=[CH:7][CH:8]=[CH:9][C:4]=3[N:3]=2)=[O:12])[CH2:19][CH2:18]1)([CH3:16])[CH3:15] |f:1.2,4.5|. Reactants: [H][H] (hydrogen), C(C1=CC=CC=C1)OC(N(CC=1C=NC=CC1)CCCOC1=CC=CC2=C1C(=C(O2)COCC)C)=O ([3-(2-ethoxymethyl-3-methyl-benzofuran-4-yloxy)-propyl]-pyridin-3-ylmethyl-carbamic acid benzyl ester). Reagents/catalysts: [Pd] (Pd on charcoal). Run in C(C)(=O)OCC (ethyl acetate). Run at time 8 hour. Yields the product N (ammonia), C(C)OCC=1OC2=C(C1C)C(=CC=C2)OCCCNCC=2C=NC=CC2 ([3-(2-ethoxymethyl-3-methyl-benzofuran-4-yloxy)-propyl]-pyridin-3-ylmethyl-amine). Isolated yield 130.6%. As a reaction SMILES: C(OC(=O)[N:10]([CH2:18][CH2:19][CH2:20][O:21][C:22]1[C:27]2[C:28]([CH3:35])=[C:29]([CH2:31][O:32][CH2:33][CH3:34])[O:30][C:26]=2[CH:25]=[CH:24][CH:23]=1)[CH2:11][C:12]1[CH:13]=[N:14][CH:15]=[CH:16][CH:17]=1)C1C=CC=CC=1.[H][H]>C(OCC)(=O)C.[Pd]>[NH3:10].[CH2:33]([O:32][CH2:31][C:29]1[O:30][C:26]2[CH:25]=[CH:24][CH:23]=[C:22]([O:21][CH2:20][CH2:19][CH2:18][NH:10][CH2:11][C:12]3[CH:13]=[N:14][CH:15]=[CH:16][CH:17]=3)[C:27]=2[C:28]=1[CH3:35])[CH3:34]. Procedure details: To a solution of [3-(2-ethoxymethyl-3-methyl-benzofuran-4-yloxy)-propyl]-pyridin-3-ylmethyl-carbamic acid benzyl ester (19 mg) in ethyl acetate (1 ml) was added 5% Pd on charcoal catalyst (10 mg) under N2. The nitrogen atmosphere was replaced by hydrogen (1 atom) and the resulting mixture was stirred overnight at room temperature. The reaction mixture was filtered through a pad of celite and washed with methanol and dichloromethane. The filtrate combined was concentrated in vacuo. The residue wa...